The task is: describe an organic reaction: reactants, conditions, products, and yield. This data is from the Open Reaction Database (ORD), a public repository of structured organic reaction records. The reactants are ClC1=C(OCC(=O)C(C)(C)C)C=CC(=C1)Cl (t-butyl 2,4-dichlorophenoxymethyl ketone), N1=CC(=CC=C1)C=O (3-pyridinecarboxaldehyde), C[O-].[Na+] (sodium methoxide). The solvent is CO (methanol). Reaction conditions: time 5 hour. Product: ClC1=C(OC(=CC=2C=NC=CC2)C(C(C)(C)C)=O)C=CC(=C1)Cl (3-[2-(2,4-dichlorophenoxy)-3-oxo-4,4-dimethylpent-1-enyl]pyridine). RXN SMILES: [Cl:1][C:2]1[CH:15]=[C:14]([Cl:16])[CH:13]=[CH:12][C:3]=1[O:4][CH2:5][C:6]([C:8]([CH3:11])([CH3:10])[CH3:9])=[O:7].[N:17]1[CH:22]=[CH:21][CH:20]=[C:19]([CH:23]=O)[CH:18]=1.C[O-].[Na+]>CO>[Cl:1][C:2]1[CH:15]=[C:14]([Cl:16])[CH:13]=[CH:12][C:3]=1[O:4][C:5]([C:6](=[O:7])[C:8]([CH3:11])([CH3:10])[CH3:9])=[CH:23][C:19]1[CH:18]=[N:17][CH:22]=[CH:21][CH:20]=1 |f:2.3|. Reported procedure: In this example 5.0 grams (0.019 mole) of t-butyl 2,4-dichlorophenoxymethyl ketone and 2.1 ml (0.022 mole) of 3-pyridinecarboxaldehyde are added to 50 ml of methanol containing 0.1 g of sodium methoxide. The mixture is then stirred at room temperature for 5 hours and then evaporated to remove the methanol solvent, affording a semi-solid residue. The residue was then partitioned between diethyl ether and water. The separated ethyl ether phase was then extracted sequentially with 1N. aqueous sodiu... Reactants: Cl.COC1=CC=C(CS[C@H]2C[C@H](N(C2)C(=O)OCC2=CC=C(C=C2)[N+](=O)[O-])C(=O)N2CCNCCC2)C=C1 ((2S,4S)-4-(4-methoxy-benzylthio)-2-(1-homopiperazinylcarbonyl)-1-(4-nitro-benzyloxycarbonyl)pyrrolidine hydrochloride), [N+](=O)([O-])C1=CC=C(COC(=O)NC=N)C=C1 (N-(4-nitrobenzyloxycarbonyl)formamidine), FC(S(=O)(=O)[O-])(F)F (trifluoromethanesulfonate). Yields the product S[C@H]1C[C@H](N(C1)C(=O)OCC1=CC=C(C=C1)[N+](=O)[O-])C(=O)N1CCN(CCC1)C=NC(=O)OCC1=CC=C(C=C1)[N+](=O)[O-] ((2S,4S)-4-Mercapto-2-[4-(N-4-nitrobenzyloxycarbonyl-formimidoyl)homopiperazin--1-ylcarbonyl]-1-(4-nitro-benzyloxycarbonyl)pyrrolidine). As a reaction SMILES: Cl.COC1C=CC(C[S:9][C@@H:10]2[CH2:14][N:13]([C:15]([O:17][CH2:18][C:19]3[CH:24]=[CH:23][C:22]([N+:25]([O-:27])=[O:26])=[CH:21][CH:20]=3)=[O:16])[C@H:12]([C:28]([N:30]3[CH2:36][CH2:35][CH2:34][NH:33][CH2:32][CH2:31]3)=[O:29])[CH2:11]2)=CC=1.[N+:39]([C:42]1[CH:54]=[CH:53][C:45]([CH2:46][O:47][C:48]([NH:50][CH:51]=N)=[O:49])=[CH:44][CH:43]=1)([O-:41])=[O:40].FC(F)(F)S([O-])(=O)=O>>[SH:9][C@@H:10]1[CH2:14][N:13]([C:15]([O:17][CH2:18][C:19]2[CH:24]=[CH:23][C:22]([N+:25]([O-:27])=[O:26])=[CH:21][CH:20]=2)=[O:16])[C@H:12]([C:28]([N:30]2[CH2:36][CH2:35][CH2:34][N:33]([CH:51]=[N:50][C:48]([O:47][CH2:46][C:45]3[CH:53]=[CH:54][C:42]([N+:39]([O-:41])=[O:40])=[CH:43][CH:44]=3)=[O:49])[CH2:32][CH2:31]2)=[O:29])[CH2:11]1 |f:0.1|. Procedure details: Following a procedure similar to that described in Preparation 4, but using 2.10 g of (2S,4S)-4-(4-methoxy-benzylthio)-2-(1-homopiperazinylcarbonyl)-1-(4-nitro-benzyloxycarbonyl)pyrrolidine hydrochloride [prepared as described in Preparation 2(i)] and 0.93 g of N-(4-nitrobenzyloxycarbonyl)formamidine, 2.38 g of the trifluoromethanesulfonate of the title compound were obtained. The salt was treated by the same procedure as described in Preparation 4(ii), to give 1.90 g of the title compound. Starting materials: CC1=C(C(=O)OC)C=C(C(=C1)C)C(CC)=O (methyl 2,4-dimethyl-5-propionylbenzoate), CC1=C(C(=O)OC)C=C(C(=C1)C)C(CC)=O (methyl 2,4-dimethyl-5-propionylbenzoate), BrBr (Bromine). Run in C(Cl)(Cl)Cl (chloroform). Conditions: temperature 20 celsius, time 2 hour. The product is BrC(C(=O)C=1C(=CC(=C(C(=O)OC)C1)C)C)C (Methyl 5-(2-bromopropanoyl)-2,4-dimethylbenzoate). Isolated yield 122.9%. Reaction SMILES: [CH3:1][C:2]1[CH:11]=[C:10]([CH3:12])[C:9]([C:13](=[O:16])[CH2:14][CH3:15])=[CH:8][C:3]=1[C:4]([O:6][CH3:7])=[O:5].[Br:17]Br>C(Cl)(Cl)Cl>[Br:17][CH:14]([CH3:15])[C:13]([C:9]1[C:10]([CH3:12])=[CH:11][C:2]([CH3:1])=[C:3]([CH:8]=1)[C:4]([O:6][CH3:7])=[O:5])=[O:16]. Reported procedure: Into a 100-mL round-bottom flask, was placed a solution of methyl 2,4-dimethyl-5-propionylbenzoate (compound 1.5, 600 mg, 2.72 mmol) in chloroform (20 mL). Bromine (154 μL, 3.00 mmol) was added and the resulting solution was stirred at 20° C. for 2 h. The mixture was concentrated under reduced pressure to yield the title compound as a yellow oil (1.0 g, crude), which was used in the next step without further purification. Reactants: C1(=CC=CC=C1)CNC1=C(CC2(OCCO2)CC1)C(=O)OCC (Ethyl 8-[(phenylmethyl)amino]-1,4-dioxaspiro-[4.5]-dec-7-ene-7-carboxylate), C(C)(=O)O (acetic acid), C(C)O (ethanol), C(#N)[BH3-].[Na+] (Sodium cyanoborohydride). Solvent: C1CCOC1 (THF), O (water). Run at time 8 hour. Product: C1(=CC=CC=C1)CNC1C(CC2(OCCO2)CC1)C(=O)OCC (Ethyl 8-[(phenylmethyl)amino]-1,4-dioxaspiro[4.5]decane-7-carboxylate). Yield: 95.7%. RXN SMILES: [C:1]1([CH2:7][NH:8][C:9]2[CH2:18][CH2:17][C:12]3([O:16][CH2:15][CH2:14][O:13]3)[CH2:11][C:10]=2[C:19]([O:21][CH2:22][CH3:23])=[O:20])[CH:6]=[CH:5][CH:4]=[CH:3][CH:2]=1.C(O)(=O)C.C(O)C.C([BH3-])#N.[Na+]>C1COCC1.O>[C:1]1([CH2:7][NH:8][CH:9]2[CH2:18][CH2:17][C:12]3([O:16][CH2:15][CH2:14][O:13]3)[CH2:11][CH:10]2[C:19]([O:21][CH2:22][CH3:23])=[O:20])[CH:6]=[CH:5][CH:4]=[CH:3][CH:2]=1 |f:3.4|. Reported procedure: Ethyl 8-[(phenylmethyl)amino]-1,4-dioxaspiro-[4.5]-dec-7-ene-7-carboxylate (395.4 g, 1.3 mole) and acetic acid (75.0 ml, 1.3 mole) were added to ethanol (4 l). Sodium cyanoborohydride (82.0 g, 1.3 mole) was added in portions over 3 hours. The mixture was stirred overnight, then poured into water. The pH was adjusted to 10, and the product was extracted with methylene chloride, which was then dried with sodium sulfate and evaporated to give a yellow oil having small clear lumps in it. This was di... The reactants are N1=CC(=CC=C1)C1=CC=NC=C1 (3,4'-bipyridine), C1=NC=CC2=CC=CC=C12 (isoquinoline), N1=CC=C(C=C1)C1=CC=NC=C1 (4,4'-bipyridine), N1=CC=CC2=CC=CC=C12 (quinoline). The product is N1=CC(=CC=C1)C=1C=NC=CC1 (3,3'-bipyridine). RXN SMILES: [N:1]1[CH:6]=[CH:5][CH:4]=[C:3]([C:7]2[CH:12]=CN=[CH:9][CH:8]=2)[CH:2]=1.[N:13]1C=CC(C2C=CN=CC=2)=C[CH:14]=1.N1C2C(=CC=CC=2)C=CC=1.C1C2C(=CC=CC=2)C=CN=1>>[N:13]1[CH:14]=[CH:9][CH:8]=[C:7]([C:3]2[CH:2]=[N:1][CH:6]=[CH:5][CH:4]=2)[CH:12]=1. Procedure: 3,4'-bipyridine; 4,4'-bipyridine; quinoline; isoquinoline; Starting materials: [Li+].[OH-] (LiOH), O (water), N=1C=C(N2C1C=CC=C2)C(=O)NC=2C=C(C(=O)[O-])C=CC2C (3-(imidazo[1,2-a]pyridine-3-carboxamido)-4-methylbenzoate). Solvent: C1CCOC1 (THF), CO (MeOH). Run at time 12 hour. Product: N=1C=C(N2C1C=CC=C2)C(=O)NC=2C=C(C(=O)O)C=CC2C (3-(imidazo[1,2-a]pyridine-3-carboxamido)-4-methylbenzoic acid). RXN SMILES: [N:1]1[CH:2]=[C:3]([C:10]([NH:12][C:13]2[CH:14]=[C:15]([CH:19]=[CH:20][C:21]=2[CH3:22])[C:16]([O-:18])=[O:17])=[O:11])[N:4]2[CH:9]=[CH:8][CH:7]=[CH:6][C:5]=12.[Li+].[OH-].O>C1COCC1.CO>[N:1]1[CH:2]=[C:3]([C:10]([NH:12][C:13]2[CH:14]=[C:15]([CH:19]=[CH:20][C:21]=2[CH3:22])[C:16]([OH:18])=[O:17])=[O:11])[N:4]2[CH:9]=[CH:8][CH:7]=[CH:6][C:5]=12 |f:1.2|. Reported procedure: To a suspension of 3-(imidazo[1,2-a]pyridine-3-carboxamido)-4-methylbenzoate (3) (5.43 g, 17.6 mmol) in THF (225 ml) and MeOH (150 mL) was added LiOH 3 M (17.5 mL) and water (50 mL). The reaction was stirred at room temperature for 12 hours then reduced in volume on roto-vap to remove THF and MeOH. The mixture was diluted with water (75 mL) and neutralized with HCl (17.5 mL of a 3M solution). The resulting precipitate was filtered, washed with water and dried under vacuum to afford 3-(imidazo[1,... The product is FC1=C(C=C(C=C1)N(S(=O)(=O)CCC)S(=O)(=O)CCC)C(=O)C=1C=C2N=CC=NC2=CC1 (N-(4-fluoro-3-(quinoxaline-6-carbonyl)phenyl)-N-(propylsulfonyl)propane-1-sulfonamide). Procedure: To a solution of (5-amino-2-fluorophenyl)(quinoxalin-6-yl)methanone (50 mg, 0.187 mmol, 1.0 eq.) in DCM (10 mL) were added TEA (0.26 mL, 1.87 mmol, 10.0 eq.) and propane-1-sulfonyl chloride (133 mg, 0.935 mmol, 5.0 eq.). The resulting mixture was stirred at rt for 1 h, then washed with water and extracted with DCM (20 mL×3). The combined organic layers were dried over Na2SO4, filtered and concentrated. The resulting residue was purified by flash column chromatography (PE/EA=2/1, v/v) to afford N... RXN SMILES: [NH2:1][C:2]1[CH:3]=[CH:4][C:5]([F:20])=[C:6]([C:8]([C:10]2[CH:11]=[C:12]3[C:17](=[CH:18][CH:19]=2)[N:16]=[CH:15][CH:14]=[N:13]3)=[O:9])[CH:7]=1.[CH2:21]([S:24](Cl)(=[O:26])=[O:25])[CH2:22][CH3:23]>C(Cl)Cl>[F:20][C:5]1[CH:4]=[CH:3][C:2]([N:1]([S:24]([CH2:21][CH2:22][CH3:23])(=[O:26])=[O:25])[S:24]([CH2:21][CH2:22][CH3:23])(=[O:26])=[O:25])=[CH:7][C:6]=1[C:8]([C:10]1[CH:11]=[C:12]2[C:17](=[CH:18][CH:19]=1)[N:16]=[CH:15][CH:14]=[N:13]2)=[O:9]. The solvent is C(Cl)Cl (DCM). Reaction conditions: time 1 hour. The yield is 55.8%. The reactants are NC=1C=CC(=C(C1)C(=O)C=1C=C2N=CC=NC2=CC1)F ((5-amino-2-fluorophenyl)(quinoxalin-6-yl)methanone), TEA, C(CC)S(=O)(=O)Cl (propane-1-sulfonyl chloride). Reactants: C1CCOC1, CC(C)N, O=c1[nH]nc2c(-c3ccc(Cl)cc3)c(-c3ccc(Cl)cc3)nc(Cl)n12. The product is CC(C)Nc1nc(-c2ccc(Cl)cc2)c(-c2ccc(Cl)cc2)c2n[nH]c(=O)n12. As a reaction SMILES: [CH2:30]1[O:31][CH2:32][CH2:33][CH2:34]1.[CH3:26][CH:27]([CH3:28])[NH2:29].[Cl:1][c:2]1[n:3][c:4](-[c:19]2[cH:20][cH:21][c:22]([Cl:25])[cH:23][cH:24]2)[c:5](-[c:12]2[cH:13][cH:14][c:15]([Cl:18])[cH:16][cH:17]2)[c:6]2[n:7]1[c:8](=[O:11])[nH:9][n:10]2>>[c:2]1([NH:29][CH:27]([CH3:26])[CH3:28])[n:3][c:4](-[c:19]2[cH:20][cH:21][c:22]([Cl:25])[cH:23][cH:24]2)[c:5](-[c:12]2[cH:13][cH:14][c:15]([Cl:18])[cH:16][cH:17]2)[c:6]2[n:7]1[c:8](=[O:11])[nH:9][n:10]2. Starting materials: FC1=CC=C(C=C1)C#C (4-fluorophenylacetylene), ClC1=CC=C(CS)C=C1 (4-chlorobenzyl mercaptan), [Na] (sodium). The product is FC1=CC=C(\C=C/C(C2=CC=C(C=C2)Cl)SC(C2=CC=C(C=C2)Cl)\C=C/C2=CC=C(C=C2)F)C=C1 ((Z)-4-fluorostyryl 4-chlorobenzylsulfide). RXN SMILES: [F:1][C:2]1[CH:7]=[CH:6][C:5]([C:8]#[CH:9])=[CH:4][CH:3]=1.[Cl:10][C:11]1[CH:18]=[CH:17][C:14]([CH2:15][SH:16])=[CH:13][CH:12]=1.[Na]>>[F:1][C:2]1[CH:7]=[CH:6][C:5](/[CH:8]=[CH:9]\[CH:15]([S:16][CH:15](/[CH:9]=[CH:8]\[C:5]2[CH:6]=[CH:7][C:2]([F:1])=[CH:3][CH:4]=2)[C:14]2[CH:17]=[CH:18][C:11]([Cl:10])=[CH:12][CH:13]=2)[C:14]2[CH:17]=[CH:18][C:11]([Cl:10])=[CH:12][CH:13]=2)=[CH:4][CH:3]=1 |^1:18|. Procedure details: A solution of 4-fluorophenylacetylene (0.02 mol) and 4-chlorobenzyl mercaptan (0.02 mol) and metallic sodium (0.02 g atom) was subjected to Procedure 2 to form (Z)-4-fluorostyryl 4-chlorobenzylsulfide. The title compound was obtained in 82% yield following oxidation. 1HNMR (CDC13) δ4.60 (2H, s), 6.68 (1H, d, JH,H=11.84), 7.18-7.60 (8H aromatic+1H ethylenic).